Dataset: the Open Reaction Database (ORD), a public repository of structured organic reaction records. Task: describe an organic reaction: reactants, conditions, products, and yield The reactants are BrC=1C=CC(=C(C1)C1=NC2=CC=CC=C2C(=N1)N[C@@H]1CN(CC1)C(=O)OC(C)(C)C)O ((S)-tert-Butyl 3-(2-(5-bromo-2-hydroxyphenyl)quinazolin-4-ylamino)pyrrolidine-1-carboxylate), 2-A, FC1=CC=C(C=C1)B(O)O (4-fluorobenzene boronic acid), palladium tetrakistriphenyl phosphine, P(=O)([O-])([O-])[O-].[K+].[K+].[K+] (potassium phosphate), O (water). The solvent is CC(=O)N(C)C (dimethyl acetamide). Run at time 16 hour. Product: FC1=CC=C(C=C1)C1=CC(=C(C=C1)O)C1=NC2=CC=CC=C2C(=N1)N[C@@H]1CNCC1 ((S)-4′-Fluoro-3-(4-(pyrrolidin-3-ylamino)quinazolin-2-yl)biphenyl-4-ol). Yield: 27.0%. Reaction SMILES: Br[C:2]1[CH:3]=[CH:4][C:5]([OH:31])=[C:6]([C:8]2[N:17]=[C:16]([NH:18][C@H:19]3[CH2:23][CH2:22][N:21](C(OC(C)(C)C)=O)[CH2:20]3)[C:15]3[C:10](=[CH:11][CH:12]=[CH:13][CH:14]=3)[N:9]=2)[CH:7]=1.[F:32][C:33]1[CH:38]=[CH:37][C:36](B(O)O)=[CH:35][CH:34]=1.P([O-])([O-])([O-])=O.[K+].[K+].[K+].O>CC(N(C)C)=O>[F:32][C:33]1[CH:38]=[CH:37][C:36]([C:2]2[CH:3]=[CH:4][C:5]([OH:31])=[C:6]([C:8]3[N:17]=[C:16]([NH:18][C@H:19]4[CH2:23][CH2:22][NH:21][CH2:20]4)[C:15]4[C:10](=[CH:11][CH:12]=[CH:13][CH:14]=4)[N:9]=3)[CH:7]=2)=[CH:35][CH:34]=1 |f:2.3.4.5|. Procedure details: (S)-tert-Butyl 3-(2-(5-bromo-2-hydroxyphenyl)quinazolin-4-ylamino)pyrrolidine-1-carboxylate (0.051 g, 0.105 mmol, prepared in a method analogous to that described in Synthesis 2-A), 4-fluorobenzene boronic acid (0.016 g, 0.114 mmol), palladium tetrakistriphenyl phosphine (0.028 g, 0.024 mmol) and potassium phosphate (0.051 g, 0.243 mmol) were dissolved in dimethyl acetamide (0.7 mL) and water (0.3 mL) and the mixture was heated in a microwave for 10 mins at 150° C. The mixture was filtered throu... Product: CCc1cccc2c1N1C(C)CNCC1C2. Reactants: [Al+3], CCc1cccc2c1N1C(C)CNC(=O)C1C2, [H-], [H-], [H-], [H-], [Li+], C1CCOC1. As a reaction SMILES: [Al+3:2].[CH2:7]([CH3:8])[c:9]1[cH:10][cH:11][cH:12][c:13]2[c:17]1[N:16]1[CH:15]([CH2:14]2)[C:21](=[O:22])[NH:20][CH2:19][CH:18]1[CH3:23].[H-:1].[H-:4].[H-:5].[H-:6].[Li+:3].[O:24]1[CH2:25][CH2:26][CH2:27][CH2:28]1>>[CH2:7]([CH3:8])[c:9]1[cH:10][cH:11][cH:12][c:13]2[c:17]1[N:16]1[CH:15]([CH2:14]2)[CH2:21][NH:20][CH2:19][CH:18]1[CH3:23]. Starting materials: Cn1nnc(-c2cccc(CCOCCC(=O)OC(C)(C)C)c2)n1, ClCCl, O=C(O)C(F)(F)F. The product is Cn1nnc(-c2cccc(CCOCCC(=O)O)c2)n1. Reaction SMILES: [CH3:1][n:2]1[n:3][c:4](-[c:7]2[cH:8][c:9]([CH2:10][CH2:11][O:12][CH2:13][CH2:14][C:15](=[O:16])[O:17][C:18]([CH3:19])([CH3:20])[CH3:21])[cH:22][cH:23][cH:24]2)[n:5][n:6]1.[Cl:32][CH2:33][Cl:34].[F:25][C:26]([F:27])([F:28])[C:29]([OH:30])=[O:31]>>[CH3:1][n:2]1[n:3][c:4](-[c:7]2[cH:8][c:9]([CH2:10][CH2:11][O:12][CH2:13][CH2:14][C:15](=[O:16])[OH:17])[cH:22][cH:23][cH:24]2)[n:5][n:6]1. The reactants are OC1=C(C=O)C=C(C=C1)C (2-hydroxy-5-methylbenzaldehyde), C[O-].[Na+] (sodium methoxide), C(C)O (ethanol), C[O-].[Na+] (sodium methoxide), BrCC=1C(=CC=CC1)C#N (α-bromo-o-tolunitrile). The solvent is CN(C=O)C (dimethylformamide), CN(C=O)C (dimethylformamide), CN(C=O)C (dimethylformamide), O (water). Reaction conditions: temperature 75 celsius, time 20 minute. Yields the product C(#N)C1=C(C=CC=C1)C=1OC2=C(C1)C=C(C=C2)C (2-(2-Cyanophenyl)-5-methylbenzofuran). Yield: 63.3%. RXN SMILES: C[O-].[Na+].C(O)C.[OH:7][C:8]1[CH:15]=[CH:14][C:13]([CH3:16])=[CH:12][C:9]=1[CH:10]=O.Br[CH2:18][C:19]1[C:20]([C:25]#[N:26])=[CH:21][CH:22]=[CH:23][CH:24]=1>CN(C)C=O.O>[C:25]([C:20]1[CH:21]=[CH:22][CH:23]=[CH:24][C:19]=1[C:18]1[O:7][C:8]2[CH:15]=[CH:14][C:13]([CH3:16])=[CH:12][C:9]=2[CH:10]=1)#[N:26] |f:0.1|. Procedure: A 500 mL 3-neck round bottom flask equipped with a magnetic stirrer, dropping funnel, thermometer and nitrogen bubbler was charged with 10.7 g (108 mmol) of sodium methoxide and 75 mL of absolute ethanol. A solution of 24.9 g (183 mmol) of 2-hydroxy-5-methylbenzaldehyde in 75 mL of dry dimethylformamide was added dropwise over 15 minutes. The mixture was stirred for 20 minutes then treated dropwise over 20 minutes with a solution of 34.8 g (177 mmol) of α-bromo-o-tolunitrile in 75 mL of dry dime...